Dataset: the Open Reaction Database (ORD), a public repository of structured organic reaction records. Task: describe an organic reaction: reactants, conditions, products, and yield Reactants: IC1=C(C=C(C=C1C)C1=NC(N(C=C1)C)=O)C (4-(4-iodo-3,5-dimethylphenyl)-1-methylpyrimidin-2(1H)-one), FC=1C=CC(=C2CC[C@H](C12)OC1=CC2=C([C@@H](CO2)CC(=O)OC)C=C1)B1OC(C(O1)(C)C)(C)C (methyl 2-((S)-6-((R)-7-fluoro-4-(4,4,5,5-tetramethyl-1,3,2-dioxaborolan-2-yl)-2,3-dihydro-1H-inden-1-yloxy)-2,3-dihydrobenzofuran-3-yl)acetate), BrC1=C2CC[C@H](C2=C(C=C1)F)OC1=CC2=C([C@@H](CO2)CC(=O)OC)C=C1 (Methyl 2-((S)-6-((R)-4-bromo-7-fluoro-2,3-dihydro-1H-inden-1-yloxy)-2,3-dihydrobenzofuran-3-yl)acetate). The product is CC1=C(C(=CC(=C1)C1=NC(N(C=C1)C)=O)C)C1=C2CC[C@H](C2=C(C=C1)F)OC1=CC2=C([C@@H](CO2)CC(=O)OC)C=C1 (Methyl 2-((S)-6-((R)-4-(2,6-dimethyl-4-(1-methyl-2-oxo-1,2-dihydropyrimidin-4-yl)phenyl)-7-fluoro-2,3-dihydro-1H-inden-1-yloxy)-2,3-dihydrobenzofuran-3-yl)acetate). RXN SMILES: I[C:2]1[C:7]([CH3:8])=[CH:6][C:5]([C:9]2[CH:14]=[CH:13][N:12]([CH3:15])[C:11](=[O:16])[N:10]=2)=[CH:4][C:3]=1[CH3:17].[F:18][C:19]1[CH:20]=[CH:21][C:22](B2OC(C)(C)C(C)(C)O2)=[C:23]2[C:27]=1[C@H:26]([O:28][C:29]1[CH:42]=[CH:41][C:32]3[C@H:33]([CH2:36][C:37]([O:39][CH3:40])=[O:38])[CH2:34][O:35][C:31]=3[CH:30]=1)[CH2:25][CH2:24]2.BrC1C=CC(F)=C2C=1CC[C@H]2OC1C=CC2[C@H](CC(OC)=O)COC=2C=1>>[CH3:17][C:3]1[CH:4]=[C:5]([C:9]2[CH:14]=[CH:13][N:12]([CH3:15])[C:11](=[O:16])[N:10]=2)[CH:6]=[C:7]([CH3:8])[C:2]=1[C:22]1[CH:21]=[CH:20][C:19]([F:18])=[C:27]2[C:23]=1[CH2:24][CH2:25][C@H:26]2[O:28][C:29]1[CH:42]=[CH:41][C:32]2[C@H:33]([CH2:36][C:37]([O:39][CH3:40])=[O:38])[CH2:34][O:35][C:31]=2[CH:30]=1. Reported procedure: The title compound is prepared from 4-(4-iodo-3,5-dimethylphenyl)-1-methylpyrimidin-2(1H)-one and methyl 2-((S)-6-((R)-7-fluoro-4-(4,4,5,5-tetramethyl-1,3,2-dioxaborolan-2-yl)-2,3-dihydro-1H-inden-1-yloxy)-2,3-dihydrobenzofuran-3-yl)acetate following a procedure analogous to that described in Step 5 of Intermediate 1. LC (method 15): tR=1.14 min; Mass spectrum (ESI+): m/z=555 [M+H]+. Starting materials: [OH-].[K+] (KOH), CN(C)CC[C@H](C=1SC=CC1)OC1=CC=CC2=CC=CC=C12 ((R)-N,N-dimethyl-3-(naphthyloxy)-3-(2-thienyl)propylamine). The solvent is CS(=O)C (DMSO). Conditions: temperature 100 celsius. The product is CN(C)CCC(C=1SC=CC1)OC1=CC=CC2=CC=CC=C12 ((RS)-N,N-dimethyl-3-(naphthyloxy)-3-(2-thienyl)propylamine). Isolated yield 83.9%. RXN SMILES: [OH-].[K+].[CH3:3][N:4]([CH2:6][CH2:7][C@@H:8]([O:14][C:15]1[C:24]2[C:19](=[CH:20][CH:21]=[CH:22][CH:23]=2)[CH:18]=[CH:17][CH:16]=1)[C:9]1[S:10][CH:11]=[CH:12][CH:13]=1)[CH3:5]>CS(C)=O>[CH3:3][N:4]([CH2:6][CH2:7][CH:8]([O:14][C:15]1[C:24]2[C:19](=[CH:20][CH:21]=[CH:22][CH:23]=2)[CH:18]=[CH:17][CH:16]=1)[C:9]1[S:10][CH:11]=[CH:12][CH:13]=1)[CH3:5] |f:0.1|. Reported procedure: Ground KOH (1.2 g) is added to a solution of (R)-N,N-dimethyl-3-(naphthyloxy)-3-(2-thienyl)propylamine (3.1 g) in DMSO (10 ml), bubbled with a moderate stream of nitrogen, and the mixture is stirred and heated at 100° C. for 1 hour. After cooling down to lab temperature, the mixture is diluted with water (30 ml) and the racemic product is extracted with toluene. After evaporation, 2.6 g (84%) of (RS)-N,N-dimethyl-3-(naphthyloxy)-3-(2-thienyl)propylamine is obtained. Run in O (water). Product: C(C)N(C=1C(=NC=CC1)C=O)C[C@@H]1CC[C@H](CC1)CC(=O)OCC (ethyl (trans-4-{[ethyl(2-formylpyridin-3-yl)amino]methyl}cyclohexyl)acetate). Reactants: FC=1C(=NC=CC1)C=O (3-fluoropyridine-2-carbaldehyde), C(C)OC(C[C@@H]1CC[C@H](CC1)CNCC)=O (ethyl{trans-4-[(ethylamino)methyl]cyclohexyl}acetate), C([O-])([O-])=O.[K+].[K+] (potassium carbonate), C1(=CC=CC=C1)C (toluene). RXN SMILES: F[C:2]1[C:3]([CH:8]=[O:9])=[N:4][CH:5]=[CH:6][CH:7]=1.[CH2:10]([O:12][C:13](=[O:25])[CH2:14][C@H:15]1[CH2:20][CH2:19][C@H:18]([CH2:21][NH:22][CH2:23][CH3:24])[CH2:17][CH2:16]1)[CH3:11].C(=O)([O-])[O-].[K+].[K+].C1(C)C=CC=CC=1>O>[CH2:23]([N:22]([CH2:21][C@H:18]1[CH2:19][CH2:20][C@H:15]([CH2:14][C:13]([O:12][CH2:10][CH3:11])=[O:25])[CH2:16][CH2:17]1)[C:2]1[C:3]([CH:8]=[O:9])=[N:4][CH:5]=[CH:6][CH:7]=1)[CH3:24] |f:2.3.4|. Procedure: A mixture of 3-fluoropyridine-2-carbaldehyde (122.7 mg, 0.981 mmol), ethyl{trans-4-[(ethylamino)methyl]cyclohexyl}acetate (202.7 mg, 0.892 mmol), potassium carbonate (369.7 mg, 2.67 mmol) and dry toluene (13 mL) was heated at reflux under N2 overnight. The reaction mixture was diluted with water (10 mL) and extracted with EtOAc (3×20 mL). The combined extracts were dried (Na2SO4) and concentrated in vacuo to give the crude product. This was purified by flash chromatography (Si, 12×160 mm, 0-50% ... Reaction SMILES: C(#N)C.[CH3:4]/[CH:5]=[CH:6]/[C:7]1[CH:12]=[CH:11][CH:10]=[CH:9][CH:8]=1.[OH:13]OS([O-])=O.[K+].C([O-])([O-])=O.[K+].[K+]>C(N(CC([O-])=O)CC(O)=O)CN(CC([O-])=O)CC(O)=O.[Na+].[Na+].S([O-])(O)(=O)=O.C([N+](CCCC)(CCCC)CCCC)CCC.O>[CH3:4][C@@H:5]1[O:13][C@H:6]1[C:7]1[CH:12]=[CH:11][CH:10]=[CH:9][CH:8]=1 |f:2.3,4.5.6,7.8.9,10.11|. The product is C[C@H]1[C@@H](O1)C2=CC=CC=C2 (trans-β-methylstyrene oxide). The solvent is C(CN(CC(=O)O)CC(=O)[O-])N(CC(=O)O)CC(=O)[O-].[Na+].[Na+] (Na2EDTA), O (water), C(CN(CC(=O)O)CC(=O)[O-])N(CC(=O)O)CC(=O)[O-].[Na+].[Na+] (Na2EDTA). Reagents/catalysts: S(=O)(=O)(O)[O-].C(CCC)[N+](CCCC)(CCCC)CCCC (tetrabutylammonium hydrogen sulfate). Starting materials: C(=O)([O-])[O-].[K+].[K+] (K2CO3), OOS(=O)[O-].[K+] (Oxone), OOS(=O)[O-].[K+] (Oxone), C(=O)([O-])[O-].[K+].[K+] (K2CO3), Na2B4O7.10H2O, C(C)#N (acetonitrile), C\C=C\C1=CC=CC=C1 (trans-β-methylstyrene), ketone. Reported procedure: To a 100 mL three-neck round bottom flask, were added buffer (0.05 M Na2B4O7.10H2O in 4×10−4 M aq. Na2EDTA, 10 mL), acetonitrile (15 mL), trans-β-methylstyrene (0.118 g, 1 mmol), tetrabutylammonium hydrogen sulfate (0.015 g, 0.04 mmol), and ketone 1 (0.0774 g, 0.3 mmol). The reaction mixture was cooled by an ice bath. A solution of Oxone® (0.85 g, 1.38 mmol) in aq. Na2EDTA (4×10−4 M, 6.5 mL) and a solution of K2CO3 (0.8 g, 5.8 mmol) in water (6.5 mL) were added dropwise through two separate addi... Starting materials: FC=1C=C(C=CC1)N1[Si](CC[Si]1(C)C)(C)C (1-(3-Fluorophenyl)-2,2,5,5-tetramethyl-1-aza-2,5-disilacyclopentane), C(C)(CC)[Li] (sec-butyllithium), S1CC(CC1)=O (tetrahydrothiophen-3-one). Solvent: O1CCCC1 (tetrahydrofuran), O1CCCC1 (tetrahydrofuran). Conditions: temperature -78 celsius, time 2 hour. The product is FC=1C=C(C=CC1C1(CSCC1)O)N (3-fluoro-4-[3-(hydroxy)tetrahydrothiophen-3-yl]benzenamine). As a reaction SMILES: [F:1][C:2]1[CH:3]=[C:4]([N:8]2[Si](C)(C)CC[Si]2(C)C)[CH:5]=[CH:6][CH:7]=1.C([Li])(CC)C.[S:22]1[CH2:26][CH2:25][C:24](=[O:27])[CH2:23]1>O1CCCC1>[F:1][C:2]1[CH:3]=[C:4]([NH2:8])[CH:5]=[CH:6][C:7]=1[C:24]1([OH:27])[CH2:25][CH2:26][S:22][CH2:23]1. Reported procedure: A solution of 1-(3-fluorophenyl)-2,2,5,5-tetramethyl-1-aza-2,5-disilacyclopentane (EXAMPLE 20, Step 1, 1.00 g) in dry tetrahydrofuran (16 mL) at −78° C. under N2 is treated with sec-butyllithium (1.3 M in cyclohexane, 3.30 mL) dropwise over 2 mins, and the resulting mixture is stirred at −78° C. for 2 hrs. The mixture is then treated with a solution of tetrahydrothiophen-3-one (423 mg) in dry tetrahydrofuran (4.1 mL) dropwise over 2 mins and is stirred at −78° C., allowing the cooling bath to ex... The reactants are ClCCC1N(CCC1)C (2-(2-Chloroethyl)-1-methylpyrrolidine), ClC1=C(C=CC(=C1)O)S (2-chloro-4-hydroxythiophenol), C([O-])([O-])=O.[K+].[K+] (potassium carbonate). Solvent: CN(C)C=O (DMF). Yields the product ClC1=C(C=CC(=C1)O)SCCC1N(CCC1)C (2-[2-(2-Chloro-4-hydroxyphenyl)thioethyl]-1-methylpyrrolidine). Reaction SMILES: Cl[CH2:2][CH2:3][CH:4]1[CH2:8][CH2:7][CH2:6][N:5]1[CH3:9].[Cl:10][C:11]1[CH:16]=[C:15]([OH:17])[CH:14]=[CH:13][C:12]=1[SH:18].C(=O)([O-])[O-].[K+].[K+]>CN(C=O)C>[Cl:10][C:11]1[CH:16]=[C:15]([OH:17])[CH:14]=[CH:13][C:12]=1[S:18][CH2:2][CH2:3][CH:4]1[CH2:8][CH2:7][CH2:6][N:5]1[CH3:9] |f:2.3.4|. Procedure: 2-(2-Chloroethyl)-1-methylpyrrolidine (2.85 g, 19.29 mmole), 2-chloro-4-hydroxythiophenol (3.1 g, 19.29 mmole), potassium carbonate (26.7 g, 192.9 mmole) and DMF (30 mL) were combined, yielding 3.2 g (11.77 mmole, 61%).